From a dataset of the Open Reaction Database (ORD), a public repository of structured organic reaction records. describe an organic reaction: reactants, conditions, products, and yield Reactants: CCCCC=Cc1ccc(N2CC(=O)NS2(=O)=O)c(OCc2ccccc2)c1, CC1(C)OO1, CC(C)=O, CCOC(C)=O. Yields the product CCCCC1OC1c1ccc(N2CC(=O)NS2(=O)=O)c(OCc2ccccc2)c1. Reaction SMILES: [CH2:1]([c:2]1[cH:3][cH:4][cH:5][cH:6][cH:7]1)[O:8][c:9]1[c:10]([N:21]2[CH2:22][C:23](=[O:28])[NH:24][S:25]2(=[O:26])=[O:27])[cH:11][cH:12][c:13]([CH:15]=[CH:16][CH2:17][CH2:18][CH2:19][CH3:20])[cH:14]1.[CH3:29][C:30]1([CH3:32])[O:31][O:33]1.[CH3:34][C:35](=[O:36])[CH3:37].[CH3:38][CH2:39][O:40][C:41]([CH3:42])=[O:43]>>[CH2:1]([c:2]1[cH:3][cH:4][cH:5][cH:6][cH:7]1)[O:8][c:9]1[c:10]([N:21]2[CH2:22][C:23](=[O:28])[NH:24][S:25]2(=[O:26])=[O:27])[cH:11][cH:12][c:13]([CH:15]2[CH:16]([CH2:17][CH2:18][CH2:19][CH3:20])[O:31]2)[cH:14]1.